describe an organic reaction: reactants, conditions, products, and yield From a dataset of the Open Reaction Database (ORD), a public repository of structured organic reaction records. Reactants: C(C)(=O)O[C@H]1[C@@H](O[C@@H]([C@H]([C@@H]1OC(C)=O)OC(C)=O)COC(C)=O)C1=CC(=C(C=C1)Cl)CC=1SC(=CC1)Br (1-(2,3,4,6-Tetra-O-acetyl-β-D-glucopyranosyl)-3-(5-bromo-2-thienylmethyl)-4-chlorobenzene), CC1(OB(OC1(C)C)C1=CC=C(N)C=C1)C (4-(4,4,5,5-tetramethyl-1,3-dioxaborolan-2-yl)aniline). Yields the product C(C)(=O)O[C@H]1[C@@H](O[C@@H]([C@H]([C@@H]1OC(C)=O)OC(C)=O)COC(C)=O)C1=CC(=C(C=C1)Cl)CC=1SC(=CC1)C1=CC=C(C=C1)N (1-(2,3,4,6-tetra-O-acetyl-β-D-glucopyranosyl)-3-(5-(4-aminophenyl)-2-thienylmethyl)-4-chlorobenzene). As a reaction SMILES: [C:1]([O:4][C@@H:5]1[C@@H:10]([O:11][C:12](=[O:14])[CH3:13])[C@H:9]([O:15][C:16](=[O:18])[CH3:17])[C@@H:8]([CH2:19][O:20][C:21](=[O:23])[CH3:22])[O:7][C@H:6]1[C:24]1[CH:29]=[CH:28][C:27]([Cl:30])=[C:26]([CH2:31][C:32]2[S:33][C:34](Br)=[CH:35][CH:36]=2)[CH:25]=1)(=[O:3])[CH3:2].CC1(C)C(C)(C)OB([C:46]2[CH:52]=[CH:51][C:49]([NH2:50])=[CH:48][CH:47]=2)O1>>[C:1]([O:4][C@@H:5]1[C@@H:10]([O:11][C:12](=[O:14])[CH3:13])[C@H:9]([O:15][C:16](=[O:18])[CH3:17])[C@@H:8]([CH2:19][O:20][C:21](=[O:23])[CH3:22])[O:7][C@H:6]1[C:24]1[CH:29]=[CH:28][C:27]([Cl:30])=[C:26]([CH2:31][C:32]2[S:33][C:34]([C:46]3[CH:52]=[CH:51][C:49]([NH2:50])=[CH:48][CH:47]=3)=[CH:35][CH:36]=2)[CH:25]=1)(=[O:3])[CH3:2]. Procedure details: 1-(2,3,4,6-Tetra-O-acetyl-β-D-glucopyranosyl)-3-(5-bromo-2-thienylmethyl)-4-chlorobenzene obtained in Example 128-(4) and 4-(4,4,5,5-tetramethyl-1,3-dioxaborolan-2-yl)aniline were treated in a manner similar to Example 168-(1) to give 1-(2,3,4,6-tetra-O-acetyl-β-D-glucopyranosyl)-3-(5-(4-aminophenyl)-2-thienylmethyl)-4-chlorobenzene as pale yellow powder. APCI-Mass m/Z 630/632 (M+H). (2) The above 1-(2,3,4,6-tetra-O-acetyl-β-D-glucopyranosyl)-3-(5-(4-aminophenyl)-2-thienylmethyl)-4-chlorobenzene... The reactants are IC1=NC=CC=C1 (2-iodopyridine), CN1C=NC2=C1C=CC=C2 (1-methylbenzimidazole). The solvent is CC(=O)C (acetone). Run at time 72 hour. The product is [I-].C[N+]1=CN(C2=C1C=CC=C2)C2=NC=CC=C2 (N-Methyl-N′-2-pyridylbenzimidazolium iodide). Reaction SMILES: [I:1][C:2]1[CH:7]=[CH:6][CH:5]=[CH:4][N:3]=1.[CH3:8][N:9]1[C:13]2[CH:14]=[CH:15][CH:16]=[CH:17][C:12]=2[N:11]=[CH:10]1>CC(C)=O>[I-:1].[CH3:8][N+:9]1[C:13]2[CH:14]=[CH:15][CH:16]=[CH:17][C:12]=2[N:11]([C:2]2[CH:7]=[CH:6][CH:5]=[CH:4][N:3]=2)[CH:10]=1 |f:3.4|. Reported procedure: A mixture of 2-iodopyridine (2.0 g, 9.8 mmol) and 1-methylbenzimidazole (1.29 g, 9.8 mmol) was kept neat at 140° C. for 72 h. After cooling to ca 50° C., acetone was added and the resulting solid was filtered and washed with acetone and ether. Yield: 826 mg (25%). 1H NMR (DMSO-d6): δ 10.48 (s, 1H, NCHN), 8.79 (d, 1H), 8.47-8.49 (m, 1H), 8.27-8.32 (dt, 1H), 8.14-8.16 (m, 1H), 8.04 (d, 1H), 7.77-7.82 (m, 2H), 7.71-7.74 (dd, 1H), 4.20 (s, 3H, CH3). This ligand was pure by 1H-NMR and was used withou...